This data is from the Open Reaction Database (ORD), a public repository of structured organic reaction records. The task is: describe an organic reaction: reactants, conditions, products, and yield Starting materials: ClC=1C=C(C=CC1)C(CNC(CC1=CC2=C(OC(O2)(C(=O)O)C(=O)O)C=C1)C)O (5-{2-[2-(3-chloro-phenyl)-2-hydroxy-ethylamino]-propyl}-benzo[1,3]dioxole-2,2-dicarboxylic acid), C(C(C)C)OCCO (2-isobutoxyethanol), Cl (HCl). The product is C(C(C)C)OCCOC(=O)C1(OC2=C(O1)C=CC(=C2)CC(C)NCC(O)C2=CC(=CC=C2)Cl)C(=O)OCCOCC(C)C (5-{2-[2-(3-Chloro-phenyl)-2-hydroxy-ethylamino]-propyl}-benzo[1,3]dioxole-2,2-dicarboxylic acid bis-(2-isobutoxy-ethyl) ester). Reaction SMILES: [Cl:1][C:2]1[CH:3]=[C:4]([CH:8]([OH:29])[CH2:9][NH:10][CH:11]([CH3:28])[CH2:12][C:13]2[CH:27]=[CH:26][C:16]3[O:17][C:18]([C:23]([OH:25])=[O:24])([C:20]([OH:22])=[O:21])[O:19][C:15]=3[CH:14]=2)[CH:5]=[CH:6][CH:7]=1.[CH2:30]([O:34][CH2:35][CH2:36]O)[CH:31]([CH3:33])[CH3:32].Cl>>[CH2:30]([O:34][CH2:35][CH2:36][O:24][C:23]([C:18]1([C:20]([O:22][CH2:36][CH2:35][O:34][CH2:30][CH:31]([CH3:32])[CH3:33])=[O:21])[O:17][C:16]2[CH:26]=[CH:27][C:13]([CH2:12][CH:11]([NH:10][CH2:9][CH:8]([C:4]3[CH:5]=[CH:6][CH:7]=[C:2]([Cl:1])[CH:3]=3)[OH:29])[CH3:28])=[CH:14][C:15]=2[O:19]1)=[O:25])[CH:31]([CH3:33])[CH3:32]. Procedure details: The title compound was prepared from 5-{2-[2-(3-chloro-phenyl)-2-hydroxy-ethylamino]-propyl}-benzo[1,3]dioxole-2,2-dicarboxylic acid and 2-isobutoxyethanol according to the procedure of Example 1 as a colorless oil; 1H NMR (300 MHz, CDCl3): δ 0.70-0.95 (m, 12H), 1.10-2.0 (complexm, 11H), 3.09-3.29 (m, 4H), 3.51-3.58 (m, 1H), 3.60-3.72 (m, 4H), 4.31-4.48 (m, 2H), 6.70-7.00 (m, 4H), 7.15-7.50 (m, 4H); MS (ES) m/z (relative intensity): 622 (M+ -HCl, 100). Starting materials: C1(=CC=CC=C1)C1(C2=CC(=CC=C2OC=2C=CC(=CC12)C(=O)O)C(=O)O)C(F)(F)F (9-phenyl-9-trifluOrOmethylxanthene2,7-dicarboxylic acid), C(=O)=O (CO2). The reagents and catalysts are [Cu] (copper). Solvent: N1=CC=CC2=CC=CC=C12 (quinoline). Reaction conditions: time 8 hour. Yields the product C1(=CC=CC=C1)C1(C2=CC=CC=C2OC=2C=CC=CC12)C(F)(F)F (9-Phenyl-9-trifluoromethylxanthene). Isolated yield 66.0%. Reaction SMILES: [C:1]1([C:7]2([C:27]([F:30])([F:29])[F:28])[C:20]3[CH:19]=[C:18](C(O)=O)[CH:17]=[CH:16][C:15]=3[O:14][C:13]3[C:8]2=[CH:9][C:10](C(O)=O)=[CH:11][CH:12]=3)[CH:6]=[CH:5][CH:4]=[CH:3][CH:2]=1.C(=O)=O>N1C2C(=CC=CC=2)C=CC=1.[Cu]>[C:1]1([C:7]2([C:27]([F:30])([F:28])[F:29])[C:8]3[CH:9]=[CH:10][CH:11]=[CH:12][C:13]=3[O:14][C:15]3[C:20]2=[CH:19][CH:18]=[CH:17][CH:16]=3)[CH:6]=[CH:5][CH:4]=[CH:3][CH:2]=1. Procedure details: A 6 g sample of 9-phenyl-9-trifluOrOmethylxanthene2,7-dicarboxylic acid (XX) was stirred and refluxed in ml quinoline along with 11 g of copper powder, the emanating gas being measured by a wet-test meter. The theoretical amount of CO2 was evolved in two hours. The reaction mixture was cooled, filtered through a bed of Celite into 800 ml of water, acidified with 100 ml of concentrated hydrochloric acid, and left standing overnight. The supernantant liquid was decanted, and the residue was taken ... Reactants: C(C)C(CC)NO (N-(1-ethylpropyl)hydroxylamine), [N+](=O)([O-])C1=CC=C(C=C1)N=C=O (4-nitrophenyl isocyanate), C(C)C(CC)NO (N-(1-ethylpropyl)hydroxylamine), C(C)C(CC)NO (N-(1-ethylpropyl)hydroxylamine). The product is C(C)C(CC)N(C(=O)NC1=CC=C(C=C1)[N+](=O)[O-])O (1-(1-Ethylpropyl)-1-hydroxy-3-(4-nitrophenyl)urea). Reaction SMILES: [CH2:1]([CH:3]([NH:6][OH:7])[CH2:4][CH3:5])[CH3:2].[N+:8]([C:11]1[CH:16]=[CH:15][C:14]([N:17]=[C:18]=[O:19])=[CH:13][CH:12]=1)([O-:10])=[O:9]>>[CH2:1]([CH:3]([N:6]([OH:7])[C:18]([NH:17][C:14]1[CH:13]=[CH:12][C:11]([N+:8]([O-:10])=[O:9])=[CH:16][CH:15]=1)=[O:19])[CH2:4][CH3:5])[CH3:2]. Procedure: Using the method of Compound 39 Part C, N-(1-ethylpropyl)hydroxylamine (Compound 39 Part B, 1.15 g, 11.3 mmol) was reacted with 4-nitrophenyl isocyanate (1.85 g, 11.3 mmol) to provide 1.95 g of the desired product as a solid, m.p. 169°-170° C. Analysis: Calculated for C12H17N3O4 : %C, 53.92; %H, 6.41; %N, 15.72; Found: %C, 53.85; %H, 6.36; %N, 15.55. Reactants: C(=O)(O)[O-].[Na+] (NaHCO3), ClCCN1S(CCC1)(=O)=O (2-(2-chloro-ethyl)-isothiazolidine-1,1-dioxide), BrC=1C=C(C=NC1)O (5-bromopyridin-3-ol), C(=O)([O-])[O-].[K+].[K+] (K2CO3). The solvent is CN(C)C=O (DMF), CCOC(=O)C (EtOAc). Run at temperature 60 celsius. Yields the product BrC=1C=NC=C(C1)OCCN1S(CCC1)(=O)=O (3-Bromo-5-[2-(1,1-dioxo-1λ6-isothiazolidin-2-yl)-ethoxy]-pyridine). Yield: 20.3%. RXN SMILES: Cl[CH2:2][CH2:3][N:4]1[CH2:8][CH2:7][CH2:6][S:5]1(=[O:10])=[O:9].[Br:11][C:12]1[CH:13]=[C:14]([OH:18])[CH:15]=[N:16][CH:17]=1.C([O-])([O-])=O.[K+].[K+].C([O-])(O)=O.[Na+]>CN(C=O)C.CCOC(C)=O>[Br:11][C:12]1[CH:17]=[N:16][CH:15]=[C:14]([O:18][CH2:2][CH2:3][N:4]2[CH2:8][CH2:7][CH2:6][S:5]2(=[O:10])=[O:9])[CH:13]=1 |f:2.3.4,5.6|. Reported procedure: To a solution of 2-(2-chloro-ethyl)-isothiazolidine-1,1-dioxide (0.046 g, 0.253 mmol) and 5-bromopyridin-3-ol (0.04 g, 0.230 mmol) in DMF (1 mL) was added K2CO3 (0.064 g, 0.46 mmol), followed by KI (0.008 g, 0.046 mmol) and the reaction mixture was heated to 60° C. and stirred over night. The mixture was diluted with EtOAc, poured into a sat. NaHCO3 solution (5 mL) and the aqueous layer was extracted with EtOAc (2×10 mL). Combined organics were washed with brine, dried over Na2SO4, filtered and ...